This data is from the Open Reaction Database (ORD), a public repository of structured organic reaction records. The task is: describe an organic reaction: reactants, conditions, products, and yield The reactants are Cl.C(C)(C)(C)C1=CC=C(C=C1)[C@H](C)N ((S)-1-(4-(tert-butyl)phenyl)ethanamine hydrochloride), COC([C@@H](C)OC=1C=C(CN2C(=C(C3=CC(=CC=C23)C(=O)O)C)C)C=CC1)=O ((R)-1-(3-((1-methoxy-1-oxopropan-2-yl)oxy)benzyl)-2,3-dimethyl-1H-indole-5-carboxylic acid). Yields the product C(C)(C)(C)C1=CC=C(C=C1)[C@H](C)NC(=O)C=1C=C2C(=C(N(C2=CC1)CC=1C=C(O[C@@H](C(=O)OC)C)C=CC1)C)C ((R)-Methyl 2-(3-((5-(((S)-1-(4-(tert-butyl)phenyl)ethyl)carbamoyl)-2,3-dimethyl-1H-indol-1-yl)methyl)phenoxy)propanoate). Reaction SMILES: Cl.[C:2]([C:6]1[CH:11]=[CH:10][C:9]([C@@H:12]([NH2:14])[CH3:13])=[CH:8][CH:7]=1)([CH3:5])([CH3:4])[CH3:3].[CH3:15][O:16][C:17](=[O:42])[C@H:18]([O:20][C:21]1[CH:22]=[C:23]([CH:39]=[CH:40][CH:41]=1)[CH2:24][N:25]1[C:33]2[C:28](=[CH:29][C:30]([C:34](O)=[O:35])=[CH:31][CH:32]=2)[C:27]([CH3:37])=[C:26]1[CH3:38])[CH3:19]>>[C:2]([C:6]1[CH:7]=[CH:8][C:9]([C@@H:12]([NH:14][C:34]([C:30]2[CH:29]=[C:28]3[C:33](=[CH:32][CH:31]=2)[N:25]([CH2:24][C:23]2[CH:22]=[C:21]([CH:41]=[CH:40][CH:39]=2)[O:20][C@H:18]([CH3:19])[C:17]([O:16][CH3:15])=[O:42])[C:26]([CH3:38])=[C:27]3[CH3:37])=[O:35])[CH3:13])=[CH:10][CH:11]=1)([CH3:5])([CH3:3])[CH3:4] |f:0.1|. Reported procedure: The title compound was prepared following the same protocol as described in Step 5, Example 36, using the (S)-1-(4-(tert-butyl)phenyl)ethanamine hydrochloride instead of the (S)-1-(3-cyclopropylphenyl)ethanamine hydrochloride and the (R)-1-(3-((1-methoxy-1-oxopropan-2-yl)oxy)benzyl)-2,3-dimethyl-1H-indole-5-carboxylic acid instead of the 1-(4-(2-methoxy-2-oxoethoxy)benzyl)-2,3-dimethyl-1H-indole-5-carboxylic acid. Reactants: O=C([O-])[O-], Cc1cc(C(O)(C(F)(F)F)C(F)(F)F)cc(C)c1O, CC#N, N#CCCl, [K+], [K+]. The product is Cc1cc(C(O)(C(F)(F)F)C(F)(F)F)cc(C)c1OCC#N. As a reaction SMILES: [C:24](=[O:25])([O-:26])[O-:27].[CH3:1][c:2]1[c:3]([OH:19])[c:4]([CH3:18])[cH:5][c:6]([C:8]([C:9]([F:10])([F:11])[F:12])([C:13]([F:14])([F:15])[F:16])[OH:17])[cH:7]1.[CH3:30][C:31]#[N:32].[Cl:20][CH2:21][C:22]#[N:23].[K+:28].[K+:29]>>[CH3:1][c:2]1[c:3]([O:19][CH2:21][C:22]#[N:23])[c:4]([CH3:18])[cH:5][c:6]([C:8]([C:9]([F:10])([F:11])[F:12])([C:13]([F:14])([F:15])[F:16])[OH:17])[cH:7]1. Reactants: CC(C)(C)OC(=O)N1CCN(c2ncc(Br)n3cnnc23)CC1, CC(C)CCB(O)O, Cc1ccccc1, [K+], [K+], O=C([O-])[O-], c1ccc(P(c2ccccc2)(c2ccccc2)[Pd](P(c2ccccc2)(c2ccccc2)c2ccccc2)(P(c2ccccc2)(c2ccccc2)c2ccccc2)P(c2ccccc2)(c2ccccc2)c2ccccc2)cc1. Yields the product CC(C)CCc1cnc(N2CCN(C(=O)OC(C)(C)C)CC2)c2nncn12. RXN SMILES: [Br:1][c:2]1[cH:3][n:4][c:5]([N:11]2[CH2:12][CH2:13][N:14]([C:17](=[O:18])[O:19][C:20]([CH3:21])([CH3:22])[CH3:23])[CH2:15][CH2:16]2)[c:6]2[n:7]1[cH:8][n:9][n:10]2.[CH2:24]([CH2:25][CH:26]([CH3:27])[CH3:28])[B:29]([OH:30])[OH:31].[CH3:115][c:116]1[cH:117][cH:118][cH:119][cH:120][cH:121]1.[K+:32].[K+:33].[O-:34][C:35]([O-:36])=[O:37].[cH:38]1[cH:39][cH:40][c:41]([P:42]([Pd:43]([P:44]([c:45]2[cH:46][cH:47][cH:48][cH:49][cH:50]2)([c:51]2[cH:52][cH:53][cH:54][cH:55][cH:56]2)[c:57]2[cH:58][cH:59][cH:60][cH:61][cH:62]2)([P:63]([c:64]2[cH:65][cH:66][cH:67][cH:68][cH:69]2)([c:70]2[cH:71][cH:72][cH:73][cH:74][cH:75]2)[c:76]2[cH:77][cH:78][cH:79][cH:80][cH:81]2)[P:82]([c:83]2[cH:84][cH:85][cH:86][cH:87][cH:88]2)([c:89]2[cH:90][cH:91][cH:92][cH:93][cH:94]2)[c:95]2[cH:96][cH:97][cH:98][cH:99][cH:100]2)([c:101]2[cH:102][cH:103][cH:104][cH:105][cH:106]2)[c:107]2[cH:108][cH:109][cH:110][cH:111][cH:112]2)[cH:113][cH:114]1>>[c:2]1([CH2:24][CH2:25][CH:26]([CH3:27])[CH3:28])[cH:3][n:4][c:5]([N:11]2[CH2:12][CH2:13][N:14]([C:17](=[O:18])[O:19][C:20]([CH3:21])([CH3:22])[CH3:23])[CH2:15][CH2:16]2)[c:6]2[n:7]1[cH:8][n:9][n:10]2. Run in C1CCOC1 (THF), CCCCC (pentane). Yields the product C1(=CC=CC=C1)C#CC=1SC(=CN1)C (2-(2-phenylethynyl)-5-methyl-1,3-thiazole). Run at temperature -78 celsius. As a reaction SMILES: Br[C:2]1[N:3]=[C:4]([C:7]#[C:8][C:9]2[CH:14]=[CH:13][CH:12]=[CH:11][CH:10]=2)[S:5][CH:6]=1.[C:15]([Li])(C)(C)C.IC>C1COCC1.CCCCC>[C:9]1([C:8]#[C:7][C:4]2[S:5][C:6]([CH3:15])=[CH:2][N:3]=2)[CH:14]=[CH:13][CH:12]=[CH:11][CH:10]=1. Reported procedure: 4-Bromo-2-(phenylethynyl)-1,3-thiazole (500 mg, 1.89 mmol) was dissolved in dry THF (10 mL) under argon, cooled to −78° C., then t-butyllithium (1.7 mL of a 1.7M solution in pentane, 2.8 mmol) was added. After 30 min 0.4 mL of the reaction mixture was quenched with saturated NH4Cl and extracted with ethyl acetate. GC/MS of the crude product from this workup and comparison with a GC/MS of authentic 2-(2-phenylethynyl)-thiazole showed the two to be identical. This confirmed that the initial coupli... The reactants are IC (iodomethane), BrC=1N=C(SC1)C#CC1=CC=CC=C1 (4-Bromo-2-(phenylethynyl)-1,3-thiazole), C(C)(C)(C)[Li] (t-butyllithium), solution. The reactants are COC(=O)C1=NC=C(C=C1)N(CC1=CC=C(C=C1)F)C(=O)OC (5-(N-carbomethoxy-N-p-fluorobenzylamino)-pyridine-2-carboxylic acid methyl ester), [OH-].[K+] (potassium hydroxide). The solvent is O (water). Conditions: time 8 hour. The product is C(C)(=O)O.FC1=CC=C(CNC=2C=CC(=NC2)C(=O)O)C=C1 (5-(p-fluorobenzylamino)-pyridine-2-carboxylic acid acetate). Reaction SMILES: C[O:2][C:3]([C:5]1[CH:10]=[CH:9][C:8]([N:11](C(OC)=O)[CH2:12][C:13]2[CH:18]=[CH:17][C:16]([F:19])=[CH:15][CH:14]=2)=[CH:7][N:6]=1)=[O:4].[OH-].[K+]>O>[C:3]([OH:4])(=[O:2])[CH3:5].[F:19][C:16]1[CH:17]=[CH:18][C:13]([CH2:12][NH:11][C:8]2[CH:9]=[CH:10][C:5]([C:3]([OH:4])=[O:2])=[N:6][CH:7]=2)=[CH:14][CH:15]=1 |f:1.2,4.5|. Procedure details: The mixture of 811 g of 5-(N-carbomethoxy-N-p-fluorobenzylamino)-pyridine-2-carboxylic acid methyl ester and 5,000 ml of 20% aqueous potassium hydroxide is refluxed for 5 hours while stirring under nitrogen. The solution is diluted with 12,000 ml of water, filtered and the filtrate acidified with 1,200 ml of 38% hydrochloric acid to pH=3.5 while cooling and stirring for an hour. The precipitate is collected, washed 4 times with a total of 2,000 ml of water and dried at 70° and 3 mm Hg. 1,351 g t... Reactants: O=C(O)c1ccccc1S(=O)(=O)Cl, O=C(O)c1cccc(S(=O)(=O)Cl)c1, O, Cc1ccccc1C. Yields the product O=C(O)c1cccc(S(=O)(=O)O)c1. RXN SMILES: [Cl:14][S:15](=[O:16])([c:17]1[cH:18][cH:19][cH:20][cH:21][c:22]1[C:23]([OH:24])=[O:25])=[O:26].[Cl:1][S:2](=[O:3])(=[O:4])[c:5]1[cH:6][c:7]([C:8](=[O:9])[OH:10])[cH:11][cH:12][cH:13]1.[OH2:35].[c:27]1([CH3:28])[c:29]([CH3:30])[cH:31][cH:32][cH:33][cH:34]1>>[S:2](=[O:3])(=[O:4])([c:5]1[cH:6][c:7]([C:8](=[O:9])[OH:10])[cH:11][cH:12][cH:13]1)[OH:16]. Starting materials: CC(C)(C#N)N=NC(C)(C)C#N (AIBN), O=C1N([C@@H]2CC[C@H](N1C2)C(=O)NC2CCN(CC2)C(=O)OC(C)(C)C)OC(=S)OC2=CC=CC=C2 (tert-butyl 4-[({(2S,5R)-7-oxo-6-[(phenoxycarbonothioyl)oxy]-1,6-diazabicyclo[3.2.1]oct-2-yl}carbonyl)amino]piperidine-1-carboxylate), C(CCC)[SnH](CCCC)CCCC (tributyltin hydride). Run in C1=CC=CC=C1 (benzene), C1=CC=CC=C1 (benzene). Product: O=C1N[C@@H]2CC[C@H](N1C2)C(=O)NC2CCN(CC2)C(=O)OC(C)(C)C (tert-Butyl 4-({[(2S,5R)-7-oxo-1,6-diazabicyclo[3.2.1]oct-2-yl]carbonyl}amino)-piperidine-1-carboxylate). RXN SMILES: CC(N=NC(C#N)(C)C)(C#N)C.[O:13]=[C:14]1[N:20]2[CH2:21][C@@H:16]([CH2:17][CH2:18][C@H:19]2[C:22]([NH:24][CH:25]2[CH2:30][CH2:29][N:28]([C:31]([O:33][C:34]([CH3:37])([CH3:36])[CH3:35])=[O:32])[CH2:27][CH2:26]2)=[O:23])[N:15]1OC(OC1C=CC=CC=1)=S.C([SnH](CCCC)CCCC)CCC>C1C=CC=CC=1>[O:13]=[C:14]1[N:20]2[CH2:21][C@@H:16]([CH2:17][CH2:18][C@H:19]2[C:22]([NH:24][CH:25]2[CH2:30][CH2:29][N:28]([C:31]([O:33][C:34]([CH3:37])([CH3:36])[CH3:35])=[O:32])[CH2:27][CH2:26]2)=[O:23])[NH:15]1. Procedure: AIBN (0.1 eq.) is added to a solution of tert-butyl 4-[({(2S,5R)-7-oxo-6-[(phenoxycarbonothioyl)oxy]-1,6-diazabicyclo[3.2.1]oct-2-yl}carbonyl)amino]piperidine-1-carboxylate in dry benzene and the resulting mixture is heated to reflux. A solution of tributyltin hydride (1.25 eq.) in benzene is added over a period of one hour and the resulting mixture is refluxed for an additional 3 hours. The reaction mixture is concentrated under vacuum and the residue is purified by silica gel chromatography to... Reactants: Cl.CO (HCl MeOH), ClC=1C(=CC2=C(N(C(=N2)CCCCN(C)C[C@H]2C[C@H]([C@H]3[C@@H]2OC(O3)(C)C)N3C=CC2=C3N=CN=C2NC2CC2)COCC[Si](C)(C)C)C1)C(F)(F)F (7-[(3aS,4R,6R,6aR)-6-[({4-[6-chloro-5-(trifluoromethyl)-1-{[2-(trimethylsilyl)ethoxy]methyl}-1H-1,3-benzodiazol-2-yl]butyl}(methyl)amino)methyl]-2,2-dimethyl-hexahydrocyclopenta[d][1,3]dioxol-4-yl]-N-cyclopropyl-7H-pyrrolo[2,3-d]pyrimidin-4-amine), Cl (HCl). Reaction conditions: temperature 40 celsius, time 5 hour. The product is Cl.Cl.Cl.ClC=1C(=CC2=C(NC(=N2)CCCCN(C)C[C@@H]2[C@H]([C@H]([C@@H](C2)N2C=CC3=C2N=CN=C3NC3CC3)O)O)C1)C(F)(F)F ((1S,2R,3R,5R)-3-(((4-(6-chloro-5-(trifluoromethyl)-1H-benzo[d]imidazol-2-yl)butyl)(methyl)amino)methyl)-5-(4-(cyclopropylamino)-7H-pyrrolo[2,3-d]pyrimidin-7-yl)cyclopentane-1,2-diol trihydrochloride). As a reaction SMILES: [ClH:1].CO.[Cl:4][C:5]1[C:6]([C:52]([F:55])([F:54])[F:53])=[CH:7][C:8]2[N:12]=[C:11]([CH2:13][CH2:14][CH2:15][CH2:16][N:17]([CH2:19][C@@H:20]3[C@H:24]4[O:25]C(C)(C)[O:27][C@H:23]4[C@H:22]([N:30]4[C:34]5[N:35]=[CH:36][N:37]=[C:38]([NH:39][CH:40]6[CH2:42][CH2:41]6)[C:33]=5[CH:32]=[CH:31]4)[CH2:21]3)[CH3:18])[N:10](COCC[Si](C)(C)C)[C:9]=2[CH:51]=1.Cl>>[ClH:4].[ClH:1].[ClH:4].[Cl:4][C:5]1[C:6]([C:52]([F:55])([F:53])[F:54])=[CH:7][C:8]2[N:12]=[C:11]([CH2:13][CH2:14][CH2:15][CH2:16][N:17]([CH2:19][C@H:20]3[CH2:21][C@@H:22]([N:30]4[C:34]5[N:35]=[CH:36][N:37]=[C:38]([NH:39][CH:40]6[CH2:42][CH2:41]6)[C:33]=5[CH:32]=[CH:31]4)[C@H:23]([OH:27])[C@@H:24]3[OH:25])[CH3:18])[NH:10][C:9]=2[CH:51]=1 |f:0.1,4.5.6.7|. Reported procedure: A solution of 12N HCl:MeOH (1:1, 6 ml) was added to 7-[(3aS,4R,6R,6aR)-6-[({4-[6-chloro-5-(trifluoromethyl)-1-{[2-(trimethylsilyl)ethoxy]methyl}-1H-1,3-benzodiazol-2-yl]butyl}(methyl)amino)methyl]-2,2-dimethyl-hexahydrocyclopenta[d][1,3]dioxol-4-yl]-N-cyclopropyl-7H-pyrrolo[2,3-d]pyrimidin-4-amine at 0° C. The mixture was stirred at 40° C. for 5 hrs, a further aliquot of HCl (12N, 1 ml) was added to the reaction mixture and continued at 40° C. for a further 1 h. This was then evaporated in vacuo... Reactants: C(C1=CC=CC=C1)OC1COC(OC1)C1=C(C=CC=C1)OC (5-benzyloxy-2-(2-methoxyphenyl)-1,3-dioxane), O1COCC1 (dioxolane). The product is COC1=C(CO[C@@H]2CO[C@@H](OC2)C2=CC=CC=C2)C=CC=C1 (cis-5-(2-methoxybenzyloxy)-2-phenyl-1,3-dioxane). RXN SMILES: [CH2:1]([O:8][CH:9]1[CH2:14][O:13][CH:12]([C:15]2[CH:20]=[CH:19][CH:18]=[CH:17][C:16]=2OC)[O:11][CH2:10]1)[C:2]1[CH:7]=[CH:6][CH:5]=[CH:4][CH:3]=1.[O:23]1CCO[CH2:24]1>>[CH3:24][O:23][C:3]1[CH:4]=[CH:5][CH:6]=[CH:7][C:2]=1[CH2:1][O:8][C@H:9]1[CH2:10][O:11][C@@H:12]([C:15]2[CH:16]=[CH:17][CH:18]=[CH:19][CH:20]=2)[O:13][CH2:14]1. Procedure: 5-benzyloxy-2-(2-methoxyphenyl)-1,3-dioxane (b.p. 190°-195° C at 10-5 mm; VPC analysis indicated that it contained 14% cis, 31% trans, and 55% of the isomeric dioxolane);